From a dataset of the Open Reaction Database (ORD), a public repository of structured organic reaction records. describe an organic reaction: reactants, conditions, products, and yield The reactants are COC=1C=C(C=CC1)C(C)=O (1-(3-Methoxyphenyl)ethanone), COC(C=P(C1=CC=CC=C1)(C1=CC=CC=C1)C1=CC=CC=C1)=O (methyl(triphenylphosphoranylidene)acetate). The solvent is C1(=CC=CC=C1)C (toluene). Yields the product COC(C=C(C)C1=CC(=CC=C1)OC)=O (3-(3-Methoxyphenyl)-but-2-enoic acid Methyl Ester). As a reaction SMILES: [CH3:1][O:2][C:3]1[CH:4]=[C:5]([C:9](=O)[CH3:10])[CH:6]=[CH:7][CH:8]=1.[CH3:12][O:13][C:14](=[O:35])[CH:15]=P(C1C=CC=CC=1)(C1C=CC=CC=1)C1C=CC=CC=1>C1(C)C=CC=CC=1>[CH3:12][O:13][C:14](=[O:35])[CH:15]=[C:9]([C:5]1[CH:6]=[CH:7][CH:8]=[C:3]([O:2][CH3:1])[CH:4]=1)[CH3:10]. Procedure: 1-(3-Methoxyphenyl)ethanone (15 g, 0.1 mmol) and methyl(triphenylphosphoranylidene)acetate (62 g, 0.186 mmol) in toluene (75 ml) were heated at 100° C. for 2 days. After allowing cooling to ambient temperature the solvent was removed under reduced pressure to give crude product. Precipitation with EtOAc and heptane followed by flash chromatography of the concentrated mother liquor on silica (eluent: 20% EtOAc in heptane) afforded the product as a mixture of geometric isomers (21.8 g, 86%).